This data is from the Open Reaction Database (ORD), a public repository of structured organic reaction records. The task is: describe an organic reaction: reactants, conditions, products, and yield The reactants are BrCCCC(CC)(O[Si](CC)(CC)CC)CC (1-Bromo-4-ethyl-4-(triethylsilyloxy)hexane), [Si](C)(C)(C(C)(C)C)O[C@H]1C[C@@H](CC2=CC[C@H]3[C@@H]4CC[C@@H]([C@@]4(C)CC[C@@H]3[C@@]12C)CO)O[Si](C)(C)C(C)(C)C (1α,3β-Bis(tert-butyldimethylsilyloxy)-17β-(hydroxymethyl)androst-5-ene), [H-].[K+] (potassium hydride), C1COCCOCCOCCOCCOCCO1 (18-crown-6), [Cl-].[NH4+] (ammonium chloride). Solvent: O1CCCC1 (tetrahydrofuran). Reaction conditions: time 5 minute. The product is [Si](C)(C)(C(C)(C)C)O[C@H]1C[C@@H](CC2=CC[C@H]3[C@@H]4CC[C@@H]([C@@]4(C)CC[C@@H]3[C@@]12C)COCCCC(CC)(O[Si](CC)(CC)CC)CC)O[Si](C)(C)C(C)(C)C (1α,3β-bis(tert-butyldimethylsilyloxy)-17β-{4-ethyl-4-(triethylsilyloxy)hexyloxymethyl}androst-5-ene). Isolated yield 99.6%. As a reaction SMILES: [Si:1]([O:8][C@@H:9]1[C@@:26]2([CH3:27])[C:13](=[CH:14][CH2:15][C@@H:16]3[C@@H:25]2[CH2:24][CH2:23][C@@:21]2([CH3:22])[C@H:17]3[CH2:18][CH2:19][C@@H:20]2[CH2:28][OH:29])[CH2:12][C@@H:11]([O:30][Si:31]([C:34]([CH3:37])([CH3:36])[CH3:35])([CH3:33])[CH3:32])[CH2:10]1)([C:4]([CH3:7])([CH3:6])[CH3:5])([CH3:3])[CH3:2].[H-].[K+].C1OCCOCCOCCOCCOCCOC1.Br[CH2:59][CH2:60][CH2:61][C:62]([CH2:73][CH3:74])([O:65][Si:66]([CH2:71][CH3:72])([CH2:69][CH3:70])[CH2:67][CH3:68])[CH2:63][CH3:64].[Cl-].[NH4+]>O1CCCC1>[Si:1]([O:8][C@@H:9]1[C@@:26]2([CH3:27])[C:13](=[CH:14][CH2:15][C@@H:16]3[C@@H:25]2[CH2:24][CH2:23][C@@:21]2([CH3:22])[C@H:17]3[CH2:18][CH2:19][C@@H:20]2[CH2:28][O:29][CH2:59][CH2:60][CH2:61][C:62]([CH2:73][CH3:74])([O:65][Si:66]([CH2:71][CH3:72])([CH2:67][CH3:68])[CH2:69][CH3:70])[CH2:63][CH3:64])[CH2:12][C@@H:11]([O:30][Si:31]([C:34]([CH3:37])([CH3:36])[CH3:35])([CH3:32])[CH3:33])[CH2:10]1)([C:4]([CH3:7])([CH3:6])[CH3:5])([CH3:3])[CH3:2] |f:1.2,5.6|. Procedure: 1α,3β-Bis(tert-butyldimethylsilyloxy)-17β-(hydroxymethyl)androst-5-ene (11.0 g) was dissolved in tetrahydrofuran. Under cooling with ice, potassium hydride (30% in oil, 200.3 g) and 18-crown-6 (2.64 g) were added to the solution, which was then stirred for 5 min. 1-Bromo-4-ethyl-4-(triethylsilyloxy)hexane (25.91 g) was then added to the mixture and reacted for 3.5 hours. After stopping the reaction by adding a saturated aqueous ammonium chloride solution, the mixture was extracted with ethyl ace... The reactants are C(CC)(=O)Cl (Propionyl chloride), COC1=CC=CC=C1 (methylphenyl ether). Reagents/catalysts: [Al+3].[Cl-].[Cl-].[Cl-] (AlCl3). Solvent: ClCCl (dichloromethane). Reaction conditions: time 30 minute. Product: COC1=CC=C(C=C1)C(CC)=O (1-(4-methoxy-phenyl)-propan-1-one). Isolated yield 71.8%. As a reaction SMILES: [C:1](Cl)(=[O:4])[CH2:2][CH3:3].[CH3:6][O:7][C:8]1[CH:13]=[CH:12][CH:11]=[CH:10][CH:9]=1>ClCCl.[Al+3].[Cl-].[Cl-].[Cl-]>[CH3:6][O:7][C:8]1[CH:13]=[CH:12][C:11]([C:1](=[O:4])[CH2:2][CH3:3])=[CH:10][CH:9]=1 |f:3.4.5.6|. Procedure: A procedure similar to step 2 of Example 47 was used. Propionyl chloride prepared in the step 1 and methylphenyl ether were used as starting materials, allowed to react in dichloromethane with AlCl3 as catalyst, stirred at −5° C. to −10° C. for 30 minutes and then at room temperature for 1 hour, a crude product was obtained, purified under a reduced pressure by silica gel column chromatography eluted with petroleum ether and ethyl acetate at a ratio of 25:1 (V:V) to obtain a product of colorless... As a reaction SMILES: [Br-:25].[CH2:26]([CH3:27])[Mg+:28].[CH3:1][O:2][c:3]1[cH:4][c:5]2[c:6]([O:15][c:16]3[c:17]([CH:18]=[O:19])[cH:20][c:21]([I:24])[cH:22][cH:23]3)[cH:7][cH:8][n:9][c:10]2[cH:11][c:12]1[O:13][CH3:14].[O:30]1[CH2:31][CH2:32][CH2:33][CH2:34]1.[OH2:29]>>[CH3:1][O:2][c:3]1[cH:4][c:5]2[c:6]([O:15][c:16]3[c:17]([CH:18]([OH:19])[CH2:26][CH3:27])[cH:20][c:21]([I:24])[cH:22][cH:23]3)[cH:7][cH:8][n:9][c:10]2[cH:11][c:12]1[O:13][CH3:14]. Reactants: [Br-], CC[Mg+], COc1cc2nccc(Oc3ccc(I)cc3C=O)c2cc1OC, C1CCOC1, O. Product: CCC(O)c1cc(I)ccc1Oc1ccnc2cc(OC)c(OC)cc12. Starting materials: C(C)(C)(C)OC(CC1=CC(=CC=C1)[N+](=O)[O-])=O (3-nitrophenylacetic acid t-butyl ester), CI (methyl iodide). Yields the product 1b, [N+](=O)([O-])C=1C=C(C=CC1)C(C(=O)O)C (2-(3-nitrophenyl)propionic acid). Reaction SMILES: C([O:5][C:6](=[O:17])[CH2:7][C:8]1[CH:13]=[CH:12][CH:11]=[C:10]([N+:14]([O-:16])=[O:15])[CH:9]=1)(C)(C)C.[CH3:18]I>>[N+:14]([C:10]1[CH:9]=[C:8]([CH:7]([CH3:18])[C:6]([OH:5])=[O:17])[CH:13]=[CH:12][CH:11]=1)([O-:16])=[O:15]. Reported procedure: Using 3-nitrophenylacetic acid t-butyl ester as a starting material and methyl iodide (1 eq.) as a reagent, the same procedures of Examples 1a and 1b gave 2-(3-nitrophenyl)propionic acid. The reactants are ClC1=C(C=NC2=CC(=C(C=C12)OC)C=1C(=NOC1C)C)[N+](=O)[O-] (4-chloro-7-(3,5-dimethyl-4-isoxazolyl)-6-(methoxy)-3-nitroquinoline), intermediate 18, N1=C(C=CC=C1)CN ((2-pyridinylmethyl)amine). The solvent is C(C)#N (acetonitrile). Conditions: temperature 40 celsius, time 1 hour. Product: CC1=NOC(=C1C1=C(C=C2C(=C(C=NC2=C1)N)NCC1=NC=CC=C1)OC)C (7-(3,5-dimethylisoxazol-4-yl)-6-methoxy-N4-(pyridin-2-ylmethyl)quinoline-3,4-diamine). RXN SMILES: Cl[C:2]1[C:11]2[C:6](=[CH:7][C:8]([C:14]3[C:15]([CH3:20])=[N:16][O:17][C:18]=3[CH3:19])=[C:9]([O:12][CH3:13])[CH:10]=2)[N:5]=[CH:4][C:3]=1[N+:21]([O-])=O.[N:24]1[CH:29]=[CH:28][CH:27]=[CH:26][C:25]=1[CH2:30][NH2:31]>C(#N)C>[CH3:20][C:15]1[C:14]([C:8]2[CH:7]=[C:6]3[C:11]([C:2]([NH:31][CH2:30][C:25]4[CH:26]=[CH:27][CH:28]=[CH:29][N:24]=4)=[C:3]([NH2:21])[CH:4]=[N:5]3)=[CH:10][C:9]=2[O:12][CH3:13])=[C:18]([CH3:19])[O:17][N:16]=1. Procedure details: A solution of 4-chloro-7-(3,5-dimethyl-4-isoxazolyl)-6-(methoxy)-3-nitroquinoline (for a preparation see intermediate 18, 2.5 g,) and (2-pyridinylmethyl)amine (1.41 g) in acetonitrile (30 ml) were heated at 80° C. for 2 h. The mixture was extracted with DCM and the organic washed with a saturated solution of sodium hydrogen carbonate, dried over Na2SO4, filtered and concentrated to dryness. The residue was taken-up in diethyl ether, filtered and dried under vacuum. The residue was dissolved in e... Starting materials: C1=CC=C(C=C1)COC(=O)/N=N/C(=O)OCC2=CC=CC=C2 (DBAD), BrC1=CC(=C(C=C1)O)OC (4-bromo-2-methoxy-phenol), CC=1N=CSC1CCO (2-(4-methyl-thiazol-5-yl)-ethanol), C1(=CC=CC=C1)P(C1=CC=CC=C1)C1=CC=CC=C1 (triphenyl phosphine). Solvent: C1CCOC1 (THF). Reaction conditions: time 20 minute. The product is BrC1=CC(=C(OCCC2=C(N=CS2)C)C=C1)OC (5-[2-(4-bromo-2-methoxyphenoxy)ethyl]-4-methyl-1,3-thiazole). As a reaction SMILES: [Br:1][C:2]1[CH:7]=[CH:6][C:5]([OH:8])=[C:4]([O:9][CH3:10])[CH:3]=1.[CH3:11][C:12]1[N:13]=[CH:14][S:15][C:16]=1[CH2:17][CH2:18]O.C1(P(C2C=CC=CC=2)C2C=CC=CC=2)C=CC=CC=1.C1C=CC(COC(/N=N/C(OCC2C=CC=CC=2)=O)=O)=CC=1>C1COCC1>[Br:1][C:2]1[CH:7]=[CH:6][C:5]([O:8][CH2:18][CH2:17][C:16]2[S:15][CH:14]=[N:13][C:12]=2[CH3:11])=[C:4]([O:9][CH3:10])[CH:3]=1. Procedure: A mixture of 4-bromo-2-methoxy-phenol (50.8 mg, 0.25 mmol), 2-(4-methyl-thiazol-5-yl)-ethanol (49.5 mg, 0.25 mmol) and polymer-supported triphenyl phosphine (250 mg, 0.75 mmol) in THF (2.5 mL) was stirred at room temperature for 20 minutes. DBAD (86.3 mg, 0.375 mmol) was added and the mixture was stirred overnight at room temperature. The reaction mixture was filtered through Celite®, rinsing with THF and methanol. The filtrate was concentrated, diluted with ethyl acetate, washed with water and ...